From a dataset of the Open Reaction Database (ORD), a public repository of structured organic reaction records. describe an organic reaction: reactants, conditions, products, and yield Reactants: C1CCOC1, CO, CC(CCCC(O)(C(F)(F)F)C(F)(F)F)C1CCC2C3C=CC4=CC(=O)C=CC4(C)C3CCC12C, [Na+], [OH-], OO. The product is CC(CCCC(O)(C(F)(F)F)C(F)(F)F)C1CCC2C3C=CC4=CC(=O)C5OC5C4(C)C3CCC12C. Reaction SMILES: [CH2:5]1[CH2:8][CH2:7][CH2:6][O:9]1.[CH3:45][OH:46].[F:10][C:11]([C:12]([C:13]([F:14])([F:15])[F:16])([CH2:17][CH2:18][CH2:19][CH:20]([CH3:21])[CH:22]1[CH2:23][CH2:24][CH:25]2[CH:26]3[CH:27]=[CH:28][C:29]4=[CH:30][C:31](=[O:41])[CH:32]=[CH:33][C:34]4([CH3:35])[CH:36]3[CH2:37][CH2:38][C:39]12[CH3:40])[OH:42])([F:43])[F:44].[Na+:2].[OH-:1].[OH:3][OH:4]>>[O:9]1[CH:32]2[C:31](=[O:41])[CH:30]=[C:29]3[CH:28]=[CH:27][CH:26]4[CH:25]5[CH2:24][CH2:23][CH:22]([CH:20]([CH2:19][CH2:18][CH2:17][C:12]([C:11]([F:10])([F:43])[F:44])([C:13]([F:14])([F:15])[F:16])[OH:42])[CH3:21])[C:39]5([CH3:40])[CH2:38][CH2:37][CH:36]4[C:34]3([CH3:35])[CH:33]12.